This data is from the Open Reaction Database (ORD), a public repository of structured organic reaction records. The task is: describe an organic reaction: reactants, conditions, products, and yield The reactants are FC(C(=O)O)(F)F.COC(CC1=CC2=CC=C(C=C2C(=C1C)C1CCNCC1)F)=O ((6-fluoro-3-methyl-4-piperidin-4-yl-naphthalen-2-yl)-acetic acid methyl ester trifluoroacetate salt), C(C)(C)N(C(C)C)CC (N,N-diisopropylethylamine), C1(CCCC1)S(=O)(=O)Cl (cyclopentanesulfonyl chloride). Run in O (water), C(Cl)Cl (methylene chloride). Run at temperature 0 celsius, time 20 minute. Product: COC(CC1=CC2=CC=C(C=C2C(=C1C)C1CCN(CC1)S(=O)(=O)C1CCCC1)F)=O ([4-(1-cyclopentanesulfonyl-piperidin-4-yl)-6-fluoro-3-methyl-naphthalen-2-yl]-acetic acid methyl ester). The yield is 61.1%. Reaction SMILES: FC(F)(F)C(O)=O.[CH3:8][O:9][C:10](=[O:30])[CH2:11][C:12]1[C:21]([CH3:22])=[C:20]([CH:23]2[CH2:28][CH2:27][NH:26][CH2:25][CH2:24]2)[C:19]2[C:14](=[CH:15][CH:16]=[C:17]([F:29])[CH:18]=2)[CH:13]=1.C(N(CC)C(C)C)(C)C.[CH:40]1([S:45](Cl)(=[O:47])=[O:46])[CH2:44][CH2:43][CH2:42][CH2:41]1>C(Cl)Cl.O>[CH3:8][O:9][C:10](=[O:30])[CH2:11][C:12]1[C:21]([CH3:22])=[C:20]([CH:23]2[CH2:24][CH2:25][N:26]([S:45]([CH:40]3[CH2:44][CH2:43][CH2:42][CH2:41]3)(=[O:47])=[O:46])[CH2:27][CH2:28]2)[C:19]2[C:14](=[CH:15][CH:16]=[C:17]([F:29])[CH:18]=2)[CH:13]=1 |f:0.1|. Reported procedure: To a 0° C. solution of (6-fluoro-3-methyl-4-piperidin-4-yl-naphthalen-2-yl)-acetic acid methyl ester trifluoroacetate salt (which may be prepared as described above; 102 mg, 0.237 mmol) and N,N-diisopropylethylamine (124 μL, 0.711 mmol) in methylene chloride (10.0 mL) was added cyclopentanesulfonyl chloride (62.5 μL, 0.474 mmol). The reaction mixture was stirred at 0° C. for 20 minutes, then it was warmed to room temperature and stirred at room temperature overnight. The reaction mixture was dil... Reactants: O=C([O-])[O-], COCCOCCOC, CCOC(C)=O, Cc1ccccc1, [Cs+], [Cs+], [Cu]I, COc1cc(I)cc(OC)c1, CC1(C)CCCC2(C)C1CCC(C)(O)C2CO. The product is COc1cc(OC)cc(OCC2C(C)(O)CCC3C(C)(C)CCCC32C)c1. Reaction SMILES: [C:29](=[O:30])([O-:31])[O-:32].[CH3:35][O:36][CH2:37][CH2:38][O:39][CH2:40][CH2:41][O:42][CH3:43].[CH3:44][CH2:45][O:46][C:47]([CH3:48])=[O:49].[CH3:52][c:53]1[cH:54][cH:55][cH:56][cH:57][cH:58]1.[Cs+:33].[Cs+:34].[Cu:50][I:51].[I:1][c:2]1[cH:3][c:4]([O:10][CH3:11])[cH:5][c:6]([O:8][CH3:9])[cH:7]1.[OH:12][CH2:13][CH:14]1[C:15]([OH:27])([CH3:28])[CH2:16][CH2:17][CH:18]2[C:19]([CH3:25])([CH3:26])[CH2:20][CH2:21][CH2:22][C:23]12[CH3:24]>>[c:2]1([O:12][CH2:13][CH:14]2[C:15]([OH:27])([CH3:28])[CH2:16][CH2:17][CH:18]3[C:19]([CH3:25])([CH3:26])[CH2:20][CH2:21][CH2:22][C:23]23[CH3:24])[cH:3][c:4]([O:10][CH3:11])[cH:5][c:6]([O:8][CH3:9])[cH:7]1. Reactants: CCO, CCOC(=O)CCN(C)C(=O)c1ccc(NC(c2oc3ccc(F)cc3c2COCCOC)C2CCCCC2)cc1, [Na+], C1CCOC1, [OH-]. The product is COCCOCc1c(C(Nc2ccc(C(=O)N(C)CCC(=O)O)cc2)C2CCCCC2)oc2ccc(F)cc12. Reaction SMILES: [CH3:49][CH2:50][OH:51].[CH:1]1([CH:7]([c:8]2[o:9][c:10]3[c:11]([c:12]2[CH2:13][O:14][CH2:15][CH2:16][O:17][CH3:18])[cH:19][c:20]([F:23])[cH:21][cH:22]3)[NH:24][c:25]2[cH:26][cH:27][c:28]([C:31](=[O:32])[N:33]([CH2:34][CH2:35][C:36](=[O:37])[O:38][CH2:39][CH3:40])[CH3:41])[cH:29][cH:30]2)[CH2:2][CH2:3][CH2:4][CH2:5][CH2:6]1.[Na+:48].[O:42]1[CH2:43][CH2:44][CH2:45][CH2:46]1.[OH-:47]>>[CH:1]1([CH:7]([c:8]2[o:9][c:10]3[c:11]([c:12]2[CH2:13][O:14][CH2:15][CH2:16][O:17][CH3:18])[cH:19][c:20]([F:23])[cH:21][cH:22]3)[NH:24][c:25]2[cH:26][cH:27][c:28]([C:31](=[O:32])[N:33]([CH2:34][CH2:35][C:36](=[O:37])[OH:38])[CH3:41])[cH:29][cH:30]2)[CH2:2][CH2:3][CH2:4][CH2:5][CH2:6]1. Starting materials: ClCCl, O=C=Nc1cc(C(F)(F)F)ccc1F, CN(C)C=O, Nc1ccc(-n2ccnc2-c2ccncc2)cc1. Product: O=C(Nc1ccc(-n2ccnc2-c2ccncc2)cc1)Nc1cc(C(F)(F)F)ccc1F. Reaction SMILES: [Cl:33][CH2:34][Cl:35].[F:19][c:20]1[c:21]([N:30]=[C:31]=[O:32])[cH:22][c:23]([C:26]([F:27])([F:28])[F:29])[cH:24][cH:25]1.[O:36]=[CH:37][N:38]([CH3:39])[CH3:40].[n:1]1[cH:2][cH:3][c:4](-[c:7]2[n:8](-[c:12]3[cH:13][cH:14][c:15]([NH2:18])[cH:16][cH:17]3)[cH:9][cH:10][n:11]2)[cH:5][cH:6]1>>[n:1]1[cH:2][cH:3][c:4](-[c:7]2[n:8](-[c:12]3[cH:13][cH:14][c:15]([NH:18][C:31]([NH:30][c:21]4[c:20]([F:19])[cH:25][cH:24][c:23]([C:26]([F:27])([F:28])[F:29])[cH:22]4)=[O:32])[cH:16][cH:17]3)[cH:9][cH:10][n:11]2)[cH:5][cH:6]1. Starting materials: COCCBr (2-Bromoethyl methyl ether), Cl (hydrochloric acid), [H-].[Na+] (Sodium hydride), C(C)OC(CN=C(C1=CC=CC=C1)C1=CC=CC=C1)=O (N-(diphenylmethylene)glycine ethyl ester). Solvent: O1CCCC1 (tetrahydrofuran), C(C)(=O)OCC (Ethyl acetate). Conditions: time 1 hour. Product: Cl.NC(C(=O)OCC)CCOC (Ethyl (2RS)-2-amino-4-methoxybutyrate hydrochloride). RXN SMILES: [H-].[Na+].[CH2:3]([O:5][C:6](=[O:22])[CH2:7][N:8]=C(C1C=CC=CC=1)C1C=CC=CC=1)[CH3:4].[CH3:23][O:24][CH2:25][CH2:26]Br.[ClH:28]>O1CCCC1.C(OCC)(=O)C>[ClH:28].[NH2:8][CH:7]([CH2:26][CH2:25][O:24][CH3:23])[C:6]([O:5][CH2:3][CH3:4])=[O:22] |f:0.1,7.8|. Reported procedure: Sodium hydride (1.8 g) is added to a solution of N-(diphenylmethylene)glycine ethyl ester in tetrahydrofuran under ice cooling, then the temperature is raised to room temperature, and the mixture is stirred for one hour. 2-Bromoethyl methyl ether (4.22 ml) is added to the mixture, and the whole is refluxed overnight. The reaction mixture is cooled to room temperature, 0.1 N hydrochloric acid is added thereto, and the whole is stirred for four hours. Ethyl acetate is added to the reaction mixture... Reported procedure: To a 300 ml three-necked flask fitted with a stirrer, nitrogen inlet, thermometer, condenser and Dean-Stark trap is added 34.45 g (0.2 mol) of 1-oxyl-2,2,6,6-tetramethylpiperidin-4-ol, 23.0 g (0.1 mol) of dimethyl sebacate and 110 ml of heptane. The reaction mixture is heated to reflux to dry the contents of the flask and 15 ml of slightly turbid distillate is removed from the Dean-Stark trap. The mixture is cooled to about 75° C. and 0.5 g of tetraisopropyl orthotitanate and 15 ml of heptane is... Reactants: ON1C(CC(CC1(C)C)O)(C)C (1-oxyl-2,2,6,6-tetramethylpiperidin-4-ol), C(CCCCCCCCC(=O)OC)(=O)OC (dimethyl sebacate). The solvent is CCCCCCC (heptane). Conditions: temperature 75 celsius, time 24 hour. Reaction SMILES: [OH:1][N:2]1[C:7]([CH3:9])([CH3:8])[CH2:6][CH:5]([OH:10])[CH2:4][C:3]1([CH3:12])[CH3:11].[C:13]([O:27]C)(=O)[CH2:14][CH2:15][CH2:16][CH2:17][CH2:18][CH2:19][CH2:20][CH2:21][C:22]([O:24][CH3:25])=[O:23]>CCCCCCC>[C:22]([O:24][CH:25]1[CH2:6][C:7]([CH3:9])([CH3:8])[N:2]([OH:1])[C:3]([CH3:12])([CH3:11])[CH2:4]1)(=[O:23])[CH2:21][CH2:20][CH2:19][CH2:18][CH2:17][CH2:16][CH2:15][CH2:14][C:13]([O:10][CH:5]1[CH2:6][C:7]([CH3:8])([CH3:9])[N:2]([OH:1])[C:3]([CH3:12])([CH3:11])[CH2:4]1)=[O:27]. Yields the product C(CCCCCCCCC(=O)OC1CC(N(C(C1)(C)C)O)(C)C)(=O)OC1CC(N(C(C1)(C)C)O)(C)C (Bis(1-oxyl-2,2,6,6-tetramethylpiperidin-4-yl) Sebacate). The reactants are ClC(CCCCCC(=O)OCC)=O (ethyl 7-chloro-7-oxoheptanoate), C[Si](C=1SC=CN1)(C)C (2-(trimethylsilyl)-1,3-thiazole). Run in ClCCl (dichloromethane), ClCCl (dichloromethane). Reaction conditions: time 3 hour. Product: O=C(CCCCCC(=O)OCC)C1=CC=CC=C1 (Ethyl 7-oxo-7-phenylheptanoate). As a reaction SMILES: Cl[C:2](=[O:13])[CH2:3][CH2:4][CH2:5][CH2:6][CH2:7][C:8]([O:10][CH2:11][CH3:12])=[O:9].C[Si](C)(C)C1S[CH:18]=[CH:19]N=1>ClCCl>[O:13]=[C:2]([C:19]1[CH:18]=[CH:5][CH:4]=[CH:3][CH:2]=1)[CH2:3][CH2:4][CH2:5][CH2:6][CH2:7][C:8]([O:10][CH2:11][CH3:12])=[O:9]. Procedure details: To a solution of ethyl 7-chloro-7-oxoheptanoate (1.31 g) in dichloromethane (25 mL) was added a solution of 2-(trimethylsilyl)-1,3-thiazole (500 mg) in dichloromethane (5 mL) under nitrogen. After stirring for 3 hours, the reaction was quenched by adding saturated sodium bicarbonate (5 mL). The mixture was partitioned between ethyl acetate (30 mL) and saturated sodium bicarbonate (30 mL), and the organic layer was washed with brine, dried over magnesium sulfate, and evaporated to give a colorles...